Dataset: the Open Reaction Database (ORD), a public repository of structured organic reaction records. Task: describe an organic reaction: reactants, conditions, products, and yield Starting materials: [BH3-]C#N.[Na+] (NaBH3CN), Cl.FC=1C=C2CCCC(C2=CC1)CN (6-Fluoro-1-aminomethyl-1,2,3,4-tetrahydronaphthalene hydrochloride), CC(=O)C (acetone), C(#N)[BH3-].[Na+] (sodium cyanoborohydride). Run in CO (MeOH). Reaction conditions: time 8 hour. The product is Cl.C(C)(C)NCC1CCCC2=CC(=CC=C12)F (1-((N-Isopropylamino)methyl)-6-fluoro-tetralin hydrochloride). RXN SMILES: [ClH:1].[F:2][C:3]1[CH:4]=[C:5]2[C:10](=[CH:11][CH:12]=1)[CH:9]([CH2:13][NH2:14])[CH2:8][CH2:7][CH2:6]2.[CH3:15][C:16]([CH3:18])=O.C([BH3-])#N.[Na+]>CO>[ClH:1].[CH:16]([NH:14][CH2:13][CH:9]1[C:10]2[C:5](=[CH:4][C:3]([F:2])=[CH:12][CH:11]=2)[CH2:6][CH2:7][CH2:8]1)([CH3:18])[CH3:15] |f:0.1,3.4,6.7|. Procedure: The product from Example 75 (1.5 g) was added to a solution of acetone (25 ml) and MeOH (25 ml) then 95% sodium cyanoborohydride (1.32 g) was added in portions. The pH of the reaction was adjusted to ca. pH 5 after complete addition of the NaBH3CN. The reaction was then stirred at room temperature for 8 hrs. The reaction was evaporated to dryness, then dilute HCl and CH2Cl2 (50 ml) was added. The aqueous layer was separated, basified then CH2Cl2 added. The organic layer was separated, dried (MgS...